This data is from the Open Reaction Database (ORD), a public repository of structured organic reaction records. The task is: describe an organic reaction: reactants, conditions, products, and yield Reactants: [N+](=O)(O)[O-] (nitric acid), C(C1=CC=CC=C1)OC=1C=CC2=C(NC(CO2)=O)C1 (6-benzyloxy-1,4-benzoxazine-3-one). The solvent is C(C)(=O)O (acetic acid). Reaction conditions: time 1 hour. The product is [N+](=O)([O-])C1=CC2=C(NC(CO2)=O)C=C1OCC1=CC=CC=C1 (7-nitro-6-benzyloxy-1,4-benzoxazine-3-one). RXN SMILES: [N+:1]([O-:4])(O)=[O:2].[CH2:5]([O:12][C:13]1[CH:14]=[CH:15][C:16]2[O:21][CH2:20][C:19](=[O:22])[NH:18][C:17]=2[CH:23]=1)[C:6]1[CH:11]=[CH:10][CH:9]=[CH:8][CH:7]=1>C(O)(=O)C>[N+:1]([C:14]1[C:13]([O:12][CH2:5][C:6]2[CH:7]=[CH:8][CH:9]=[CH:10][CH:11]=2)=[CH:23][C:17]2[NH:18][C:19](=[O:22])[CH2:20][O:21][C:16]=2[CH:15]=1)([O-:4])=[O:2]. Procedure: Aqueous 65% nitric acid (5.04 g, 0.052 mole) was added under stirring at room temperature to the oxazinone ((d), 12 g, 0.047 mole) in acetic acid (ml 30). After 1 hour, the separated solid was filtered and washed with acetic acid to give the nitroxazinone ((e), 9 g, 64%) as yellow prisms. The product structure was confirmed by NMR analysis.